Task: describe an organic reaction: reactants, conditions, products, and yield. Dataset: the Open Reaction Database (ORD), a public repository of structured organic reaction records Reactants: Cl.NC=1C=C(C=CC1C)NC(C1=CC(=CC=C1)C(C)(C)C#N)=O (N-(3-amino-4-methylphenyl)-3-(2-cyanopropan-2-yl)benzamide hydrochloride), O=C1C=NC2=C(N1)C=C(S2)C(=O)O (2-oxo-1,2-dihydrothieno[3,2-b]pyrazine-6-carboxylic acid), CN(C)C(=[N+](C)C)ON1C2=C(C=CC=C2)N=N1.[B-](F)(F)(F)F (TBTU), CCN(C(C)C)C(C)C (DIPEA). Run in CN(C)C=O (DMF), CN(C)C=O (DMF). Conditions: temperature 50 celsius, time 8 hour. Yields the product C(#N)C(C)(C)C=1C=C(C(=O)NC=2C=CC(=C(C2)NC(=O)C2=CC3=C(N=CC(N3)=O)S2)C)C=CC1 (N-(5-(3-(2-cyanopropan-2-yl)benzamido)-2-methylphenyl)-2-oxo-1,2-dihydrothieno[2,3-b]pyrazine-6-carboxamide). Yield: 0.3%. As a reaction SMILES: [O:1]=[C:2]1[NH:7][C:6]2[CH:8]=[C:9]([C:11]([OH:13])=O)[S:10][C:5]=2[N:4]=[CH:3]1.CN(C(ON1N=NC2C=CC=CC1=2)=[N+](C)C)C.[B-](F)(F)(F)F.CCN(C(C)C)C(C)C.Cl.[NH2:46][C:47]1[CH:48]=[C:49]([NH:54][C:55](=[O:67])[C:56]2[CH:61]=[CH:60][CH:59]=[C:58]([C:62]([C:65]#[N:66])([CH3:64])[CH3:63])[CH:57]=2)[CH:50]=[CH:51][C:52]=1[CH3:53]>CN(C=O)C>[C:65]([C:62]([C:58]1[CH:57]=[C:56]([CH:61]=[CH:60][CH:59]=1)[C:55]([NH:54][C:49]1[CH:50]=[CH:51][C:52]([CH3:53])=[C:47]([NH:46][C:11]([C:9]2[S:10][C:5]3[N:4]=[CH:3][C:2](=[O:1])[NH:7][C:6]=3[CH:8]=2)=[O:13])[CH:48]=1)=[O:67])([CH3:64])[CH3:63])#[N:66] |f:1.2,4.5|. Procedure: A solution of 2-oxo-1,2-dihydrothieno[3,2-b]pyrazine-6-carboxylic acid 84 (27 mg, 0.138 mmol), TBTU (48.6 mg, 0.151 mmol) and DIPEA (0.068 mL, 0.413 mmol) in DMF (1 mL) was stirred for 15 min. N-(3-amino-4-methylphenyl)-3-(2-cyanopropan-2-yl)benzamide hydrochloride 6 (45.4 mg, 0.138 mmol) in DMF (1 mL) was added and stirred overnight at 50° C. Quenched with water and extracted with EtOAc. Organic layer was washed with water, dried and evaporated. Purification by HPLC gave the title compound N-(5... Reactants: COB(OC)OC (trimethylborate), FC1(OC2=C(O1)C=CC=C2)F (2,2-difluoro-1,3-benzodioxole), C(CCC)[Li] (n-butyllithium), solution, Cl (hydrochloric acid), [Cl-].[Na+] (sodium chloride), solution, Cl (hydrochloric acid), N,N,N',N'-tetramethylenediamine. The solvent is O1CCCC1 (tetrahydrofuran), petroleum ether, O (water), hexanes, O1CCCC1 (tetrahydrofuran). Run at temperature -15 celsius, time 0.5 hour. The product is FC1(OC2=C(O1)C=CC=C2B(O)O)F ((2,2-difluoro-1,3-benzodioxol-4-yl)boronic acid). Yield: 50.0%. Reaction SMILES: C([Li])CCC.[F:6][C:7]1([F:16])[O:11][C:10]2[CH:12]=[CH:13][CH:14]=[CH:15][C:9]=2[O:8]1.C[O:18][B:19](OC)[O:20]C.Cl.[Cl-].[Na+]>O1CCCC1.O>[F:16][C:7]1([F:6])[O:8][C:9]2[CH:15]=[CH:14][CH:13]=[C:12]([B:19]([OH:20])[OH:18])[C:10]=2[O:11]1 |f:4.5|. Procedure details: A solution of n-butyllithium (5.57 mL of a 2.5M solution in hexanes, 13.9 mmol) was added to dry tetrahydrofuran (75 mL) at room temperature under a nitrogen atmosphere. The resulting solution was cooled to -15° C. and N,N,N',N'-tetramethylenediamine (2.10 mL, 13.9 mmol) was added dropwise. The reaction was stirred at -15° C. for 0.5 h and then 2,2-difluoro-1,3-benzodioxole was added dropwise while maintaining the reaction temperature below -10° C. After the addition was complete, the reaction w... Reactants: BrC=1C(=CC2=C(C3=C(SC(=C3)C(=O)OCC)C3CC2C3)C1)F (ethyl 9-bromo-8-fluoro-5,6-dihydro-4H-4,6-methanobenzo[3,4]cyclohepta[1,2-b]thiophene-2-carboxylate), N (ammonia). Reaction conditions: temperature 45 celsius. Product: BrC=1C(=CC2=C(C3=C(SC(=C3)C(=O)N)C3CC2C3)C1)F (9-bromo-8-fluoro-5,6-dihydro-4H-4,6-methanobenzo[3,4]cyclohepta[1,2-b]thiophene-2-carboxamide). Yield: 100.0%. Reaction SMILES: [Br:1][C:2]1[C:3]([F:22])=[CH:4][C:5]2[CH:19]3[CH2:20][CH:17]([CH2:18]3)[C:8]3[S:9][C:10]([C:12](OCC)=[O:13])=[CH:11][C:7]=3[C:6]=2[CH:21]=1.[NH3:23]>>[Br:1][C:2]1[C:3]([F:22])=[CH:4][C:5]2[CH:19]3[CH2:20][CH:17]([CH2:18]3)[C:8]3[S:9][C:10]([C:12]([NH2:23])=[O:13])=[CH:11][C:7]=3[C:6]=2[CH:21]=1. Procedure details: A pressure tube containing a solution of ethyl 9-bromo-8-fluoro-5,6-dihydro-4H-4,6-methanobenzo[3,4]cyclohepta[1,2-b]thiophene-2-carboxylate (32 mg, 0.08 mmol) in methanolic ammonia (5 mL of 7.0M ammonia in methanol) was warmed to 45° C. for two weeks. Evaporation of the reaction mixture furnished the title compound (31 mg, 0.08 mmol, 100%) as a pale brown solid: 1H NMR (500 MHz, d4-methanol) delta 1.61-1.68 (m, 2H), 2.93-3.02 (m, 2H), 3.59 (td, J=7.33, 4.26 Hz, 1H), 3.67 (td, J=8.04, 3.78 Hz, 1... The reactants are CNC, Clc1ccc(CBr)cc1, CN(C)C=O. Yields the product CN(C)Cc1ccc(Cl)cc1. RXN SMILES: [CH3:1][NH:2][CH3:3].[Cl:4][c:5]1[cH:6][cH:7][c:8]([CH2:9][Br:10])[cH:11][cH:12]1.[O:13]=[CH:14][N:15]([CH3:16])[CH3:17]>>[CH3:1][N:2]([CH3:3])[CH2:9][c:8]1[cH:7][cH:6][c:5]([Cl:4])[cH:12][cH:11]1. Starting materials: BrC=1C=NC=C(C(=O)O)C1 (5-bromonicotinic acid), O.ON1N=NC2=C1C=CC=C2 (1-hydroxybenzotriazole hydrate), Cl.CN(CCCN=C=NCC)C (1-(3-dimethylaminopropyl)-3-ethylcarbodiimide hydrochloride), C(C)(C)N(C(C)C)CC (N,N-diisopropylethylamine), N1C(=NC2=C1C=CC=C2)CN(CCCN)C2CCCC=1C=CC=NC21 (N1-(1H-benzoimidazol-2-ylmethyl)-N1-(5,6,7,8-tetrahydro-quinolin-8-yl)-propane-1,3-diamine). Run in C(C)(=O)OCC (ethyl acetate), O (water), CN(C)C=O (DMF). Conditions: time 8 hour. Yields the product N1C(=NC2=C1C=CC=C2)CN(CCCNC(C2=CN=CC(=C2)Br)=O)C2CCCC=1C=CC=NC21 (N-{3-[(1H-benzoimidazol-2-ylmethyl)-(5,6,7,8-tetrahydro-quinolin-8-yl)-amino]-propyl}-5-bromo-nicotinamide). The yield is 70.6%. As a reaction SMILES: [Br:1][C:2]1[CH:3]=[N:4][CH:5]=[C:6]([CH:10]=1)[C:7]([OH:9])=O.O.ON1C2C=CC=CC=2N=N1.Cl.CN(C)CCCN=C=NCC.C(N(CC)C(C)C)(C)C.[NH:43]1[C:47]2[CH:48]=[CH:49][CH:50]=[CH:51][C:46]=2[N:45]=[C:44]1[CH2:52][N:53]([CH:58]1[C:67]2[N:66]=[CH:65][CH:64]=[CH:63][C:62]=2[CH2:61][CH2:60][CH2:59]1)[CH2:54][CH2:55][CH2:56][NH2:57]>CN(C=O)C.C(OCC)(=O)C.O>[NH:43]1[C:47]2[CH:48]=[CH:49][CH:50]=[CH:51][C:46]=2[N:45]=[C:44]1[CH2:52][N:53]([CH:58]1[C:67]2[N:66]=[CH:65][CH:64]=[CH:63][C:62]=2[CH2:61][CH2:60][CH2:59]1)[CH2:54][CH2:55][CH2:56][NH:57][C:7](=[O:9])[C:6]1[CH:10]=[C:2]([Br:1])[CH:3]=[N:4][CH:5]=1 |f:1.2,3.4|. Procedure details: To a solution of 5-bromonicotinic acid (120 mg, 0.60 mmol) in DMF (3 mL) was added 1-hydroxybenzotriazole hydrate (96 mg, 0.72 mmol), 1-(3-dimethylaminopropyl)-3-ethylcarbodiimide hydrochloride (137 mg, 0.72 mmol), N,N-diisopropylethylamine (0.21 mL, 1.19 mmol), and N1-(1H-benzoimidazol-2-ylmethyl)-N1-(5,6,7,8-tetrahydro-quinolin-8-yl)-propane-1,3-diamine (200 mg, 0.60 mmol). The reaction mixture was stirred at room temperature overnight. Then it was diluted with ethyl acetate (40 mL) and water ... Reactants: BrC1=C2C=C[N+](=CC2=CC=C1)[O-] (5-bromoisoquinoline 2-oxide), 3.2, CS(=O)(=O)Cl (methanesulfonyl chloride), C(O)CN (ethanolamine), ice water. Run in N1=CC=CC=C1 (pyridine). Run at time 18 hour. Yields the product BrC1=C2C=CN=C(C2=CC=C1)N (5-bromoisoquinolin-1-ylamine). RXN SMILES: CS(Cl)(=O)=O.[Br:6][C:7]1[CH:16]=[CH:15][CH:14]=[C:13]2[C:8]=1[CH:9]=[CH:10][N+:11]([O-])=[CH:12]2.C(C[NH2:21])O>N1C=CC=CC=1>[Br:6][C:7]1[CH:16]=[CH:15][CH:14]=[C:13]2[C:8]=1[CH:9]=[CH:10][N:11]=[C:12]2[NH2:21]. Reported procedure: 3.2 47 μl (0.61 mmol) of methanesulfonyl chloride is added dropwise with ice-cooling to a suspension of 112.0 mg (0.50 mmol) of 5-bromoisoquinoline 2-oxide in 0.48 ml of pyridine. The reaction mixture is stirred at room temperature for 18 hours. 685 μl of ethanolamine are then added dropwise with ice-cooling, and the mixture is stirred at room temperature for a further 4 hours. The reaction mixture is poured into ice-water and stirred for 30 minutes. The precipitate formed is filtered off with s... The reactants are C([O-])(O)=O.[Na+] (sodium bicarbonate), Amino Acid, C(C(=O)C)(=O)[O-].[Na+] (sodium pyruvate), N[C@@H](CCC(N)=O)C(=O)O (L-glutamine), CC1([C@@H](N2[C@H](S1)[C@@H](C2=O)NC(=O)CC=3C=CC=CC3)C(=O)[O-])C.[K+].C[C@H]1[C@@]([C@H]([C@@H](O1)O[C@@H]2[C@H]([C@@H]([C@H]([C@@H]([C@H]2O)O)NC(=N)N)O)NC(=N)N)O[C@H]3[C@H]([C@@H]([C@H]([C@@H](O3)CO)O)O)NC)(C=O)O (Penicillin Streptomycin). Yields the product CC1=CC=C(C=C1)CC2=CC=C(C=C2)N=C=O (IMDM). RXN SMILES: [C:1](=[O:4])(O)[O-].[Na+].[C:6]([O-])(=O)[C:7]([CH3:9])=O.[Na+].N[C@H](C(O)=O)CCC(=O)N.[CH3:23][C:24]1([CH3:45])S[C@@H]2[C@H](NC(CC3C=CC=CC=3)=O)C(=O)N2[C@H:25]1[C:42]([O-])=O.[K+].C[C@@H]1O[C@@H](O[C@H:54]2[C@H:59](O)[C@@H:58](O)[C@H:57]([NH:62]C(N)=N)[C@@H:56](O)[C@@H:55]2NC(N)=N)[C@H](O[C@@H]2O[C@@H](CO)[C@H](O)[C@@H](O)[C@@H]2NC)[C@@]1(O)C=O>>[CH3:9][C:7]1[CH:6]=[CH:23][C:24]([CH2:45][C:54]2[CH:55]=[CH:56][C:57]([N:62]=[C:1]=[O:4])=[CH:58][CH:59]=2)=[CH:25][CH:42]=1 |f:0.1,2.3,5.6.7|. Reported procedure: To the Iscove's Modified Dulbecco's Medium is added sodium bicarbonate (0.6%), Modified Eagles Medium Non-Essential Amino Acid Solution (200 μM), sodium pyruvate (2.0 mM) , L-glutamine (4 mM) and antibiotics as required (in the following experiments Penicillin/Streptomycin (200 U/ml each)). The reactants are N(N)C1=CC(N(C(N1CC(C)C)=O)C)=O (6-hydrazino-1-isobutyl-3-methylpyrimidine-2,4(1H,3H)-dione), ClC=1C=C2C(=CNC2=CC1)C=O (5-chloro-1H-indole-3-carbaldehyde), C(=O)C1=CC(=CN1C)C(=O)O (5-formyl-1-methyl-1H-pyrrole-3-carboxylic acid). Yields the product ClC=1C=C2C(=CNC2=CC1)CN1N=C2N(C(N(C(C2=C1C1=CC(=CN1C)C(=O)O)=O)C)=O)CC(C)C (5-{2-[(5-chloro-1H-indol-3-yl)methyl]-7-isobutyl-5-methyl-4,6-dioxo-4,5,6,7-tetrahydro-2H-pyrazolo[3,4-d]pyrimidin-3-yl}-1-methyl-1H-pyrrole-3-carboxylic acid). Reaction SMILES: [NH:1]([C:3]1[N:8]([CH2:9][CH:10]([CH3:12])[CH3:11])[C:7](=[O:13])[N:6]([CH3:14])[C:5](=[O:15])[CH:4]=1)[NH2:2].[Cl:16][C:17]1[CH:18]=[C:19]2[C:23](=[CH:24][CH:25]=1)[NH:22][CH:21]=[C:20]2[CH:26]=O.[CH:28]([C:30]1[N:34]([CH3:35])[CH:33]=[C:32]([C:36]([OH:38])=[O:37])[CH:31]=1)=O>>[Cl:16][C:17]1[CH:18]=[C:19]2[C:23](=[CH:24][CH:25]=1)[NH:22][CH:21]=[C:20]2[CH2:26][N:2]1[C:28]([C:30]2[N:34]([CH3:35])[CH:33]=[C:32]([C:36]([OH:38])=[O:37])[CH:31]=2)=[C:4]2[C:3]([N:8]([CH2:9][CH:10]([CH3:11])[CH3:12])[C:7](=[O:13])[N:6]([CH3:14])[C:5]2=[O:15])=[N:1]1. Procedure details: This compound was made following the procedure described above, starting with 6-hydrazino-1-isobutyl-3-methylpyrimidine-2,4(1H,3H)-dione, and condensing first with 5-chloro-1H-indole-3-carbaldehyde, followed by 5-formyl-1-methyl-1H-pyrrole-3-carboxylic acid. Mass: 509.18 (M+H). Starting materials: ClC=1C(=CC=2C(=NC=3N(C=C(C(C3C2)=O)C(=O)O)CC)C1)F (8-chloro-1-ethyl-7-fluoro-4-oxo-1,4-dihydro-benzo[b][1,8]naphthyridine-3-carboxylic acid), CC1NCCNC1 (2-methylpiperazine). The solvent is N1=CC=CC=C1 (pyridine). Yields the product C(C)N1C=C(C(C=2C=C3C(=NC12)C=C(C(=C3)F)N3CC(NCC3)C)=O)C(=O)O (1-Ethyl-7-fluoro-8-(3-methyl-1-piperazinyl)-4-oxo-1,4-dihydro-benzo[b][1,8]naphthyridine-3-carboxylic acid). As a reaction SMILES: Cl[C:2]1[C:3]([F:22])=[CH:4][C:5]2[C:6]([CH:21]=1)=[N:7][C:8]1[N:9]([CH2:19][CH3:20])[CH:10]=[C:11]([C:16]([OH:18])=[O:17])[C:12](=[O:15])[C:13]=1[CH:14]=2.[CH3:23][CH:24]1[CH2:29][NH:28][CH2:27][CH2:26][NH:25]1>N1C=CC=CC=1>[CH2:19]([N:9]1[C:8]2[N:7]=[C:6]3[CH:21]=[C:2]([N:28]4[CH2:27][CH2:26][NH:25][CH:24]([CH3:23])[CH2:29]4)[C:3]([F:22])=[CH:4][C:5]3=[CH:14][C:13]=2[C:12](=[O:15])[C:11]([C:16]([OH:18])=[O:17])=[CH:10]1)[CH3:20]. Reported procedure: 1-Ethyl-7-fluoro-8-(3-methyl-1-piperazinyl)-4-oxo-1,4-dihydro-benzo[b][1,8]naphthyridine-3-carboxylic acid is prepared under the conditions of Reference Example 1 but starting from 2.1 g of 8-chloro-1-ethyl-7-fluoro-4-oxo-1,4-dihydro-benzo[b][1,8]naphthyridine-3-carboxylic acid, 20 cm3 of pyridine and 2.4 g of 2-methylpiperazine. The reactants are [N+](=O)([O-])C1=CC=C(C=C1)[C@@H]1CC[C@H](CC1)NC(C)=O (trans N-[4-(p-nitrophenyl)cyclohexyl]acetamide), Cl (hydrochloric acid). Solvent: CO (methanol). Yields the product Cl.[N+](=O)([O-])C1=CC=C(C=C1)[C@@H]1CC[C@H](CC1)N (trans 4-(p-nitrophenyl)cyclohexylamine hydrochloride). As a reaction SMILES: [N+:1]([C:4]1[CH:9]=[CH:8][C:7]([C@H:10]2[CH2:15][CH2:14][C@H:13]([NH:16]C(=O)C)[CH2:12][CH2:11]2)=[CH:6][CH:5]=1)([O-:3])=[O:2].[ClH:20]>CO>[ClH:20].[N+:1]([C:4]1[CH:5]=[CH:6][C:7]([C@H:10]2[CH2:15][CH2:14][C@H:13]([NH2:16])[CH2:12][CH2:11]2)=[CH:8][CH:9]=1)([O-:3])=[O:2] |f:3.4|. Reported procedure: A solution of 5.25 g. of trans N-[4-(p-nitrophenyl)cyclohexyl]acetamide (prepared as in Example 81) in 50 ml. of hydrochloric acid and 50 ml. of methanol is heated at reflux for about 72 hours. The bulk of the methanol is then removed under vacuum and the residue dissolved in 100 ml. of hot water. The solution is then made strongly basic and extracted with ether and the organic layer then evaporated to dryness to give trans 4-(p-nitrophenyl)cyclohexylamine (I). The residue is dissolved in a smal...